From a dataset of the Open Reaction Database (ORD), a public repository of structured organic reaction records. describe an organic reaction: reactants, conditions, products, and yield Starting materials: ClCCl, SCCCS, C#CCCC=O. The product is C#CCCC1SCCCS1. Reaction SMILES: [CH2:12]([Cl:13])[Cl:14].[CH2:7]([CH2:8][CH2:9][SH:10])[SH:11].[CH:1]([CH2:2][CH2:3][C:4]#[CH:5])=[O:6]>>[CH:1]1([CH2:2][CH2:3][C:4]#[CH:5])[S:10][CH2:9][CH2:8][CH2:7][S:11]1.